Dataset: the Open Reaction Database (ORD), a public repository of structured organic reaction records. Task: describe an organic reaction: reactants, conditions, products, and yield Starting materials: O1C=C(C=C1)C(=O)N1C(CCCCC1)=O (N-(3-furoyl)caprolactam), C1(CCCCN1)=O (valerolactam). The product is O1C=C(C=C1)C(=O)N1C(CCCC1)=O (N-(3-furoyl)valerolactam). As a reaction SMILES: [O:1]1[CH:5]=[CH:4][C:3]([C:6]([N:8]2[CH2:14][CH2:13][CH2:12][CH2:11]C[C:9]2=[O:15])=[O:7])=[CH:2]1.C1(=O)NCCCC1>>[O:1]1[CH:5]=[CH:4][C:3]([C:6]([N:8]2[CH2:14][CH2:13][CH2:12][CH2:11][C:9]2=[O:15])=[O:7])=[CH:2]1. Procedure: Synthesized as for N-(3-furoyl)caprolactam (Example XI) using valerolactam (Aldrich) in place of caprolactam. RXN SMILES: [N+:1]([C:4]1[CH:5]=[C:6]([CH:10]=[CH:11][CH:12]=1)[C:7](Cl)=O)([O-])=O.[CH3:13][NH:14][CH3:15].Cl[Sn]Cl.C1COCC1>CCOC(C)=O>[CH3:13][N:14]([CH2:7][C:6]1[CH:5]=[C:4]([CH:12]=[CH:11][CH:10]=1)[NH2:1])[CH3:15]. Run in CCOC(=O)C (EtOAc). Procedure: Following the procedure described in part E of Example 1 (R), (S)-α-[[2-[((1,1-dimethylethyl)dimethylsilyl)oxy]-2-[4-hydroxy-3-[(methylsulfonyl)amino]phenyl]ethyl]amino]-4-methoxybenzeneacetic acid was condensed with 3-[(dimethylamino)methyl]aniline to generate the title compound. The 3-[(dimethylamino)methyl]aniline was prepared by treatment of commercial 3-nitrobenzoyl chloride with dimethylamine followed by sequential reduction with SnCl2 in EtOAc at 20° C. for 18 hours and then BH3 /THF. Starting materials: C1CCOC1 (THF), [N+](=O)([O-])C=1C=C(C(=O)Cl)C=CC1 (3-nitrobenzoyl chloride), CNC (dimethylamine), Cl[Sn]Cl (SnCl2). The product is CN(C)CC=1C=C(N)C=CC1 (3-[(dimethylamino)methyl]aniline). The reactants are Cn1cnc2c(NCc3cccc(I)c3)nc(Cl)nc21, [Na+], O, [SH-], c1ccncc1. The product is Cn1cnc2c(NCc3cccc(I)c3)nc(Sc3ccncc3)nc21. As a reaction SMILES: [Cl:1][c:2]1[n:3][c:4]([NH:12][CH2:13][c:14]2[cH:15][c:16]([I:20])[cH:17][cH:18][cH:19]2)[c:5]2[n:6][cH:7][n:8]([CH3:11])[c:9]2[n:10]1.[Na+:23].[OH2:21].[SH-:22].[cH:24]1[cH:25][cH:26][n:27][cH:28][cH:29]1>>[c:2]1([S:22][c:24]2[cH:25][cH:26][n:27][cH:28][cH:29]2)[n:3][c:4]([NH:12][CH2:13][c:14]2[cH:15][c:16]([I:20])[cH:17][cH:18][cH:19]2)[c:5]2[n:6][cH:7][n:8]([CH3:11])[c:9]2[n:10]1.